Dataset: the Open Reaction Database (ORD), a public repository of structured organic reaction records. Task: describe an organic reaction: reactants, conditions, products, and yield Reactants: NC=1SC2=C(N1)C=CC=C2 (2-aminobenzothiazole), C1(=CC=C(C=C1)S(=O)(=O)Cl)C (p-toluene sulfonyl chloride). Run in N1=CC=CC=C1 (pyridine). Reaction conditions: time 5 minute. The product is S1C(NC2=C1C=CC=C2)=NS(=O)(=O)C2=CC=C(C=C2)C (N-(3H-Benzothiazol-2-ylidene)-4-methyl-benzenesulfonamide). Yield: 93.0%. RXN SMILES: [NH2:1][C:2]1[S:3][C:4]2[CH:10]=[CH:9][CH:8]=[CH:7][C:5]=2[N:6]=1.[C:11]1([CH3:21])[CH:16]=[CH:15][C:14]([S:17](Cl)(=[O:19])=[O:18])=[CH:13][CH:12]=1>N1C=CC=CC=1>[S:3]1[C:4]2[CH:10]=[CH:9][CH:8]=[CH:7][C:5]=2[NH:6][C:2]1=[N:1][S:17]([C:14]1[CH:15]=[CH:16][C:11]([CH3:21])=[CH:12][CH:13]=1)(=[O:19])=[O:18]. Reported procedure: To a solution of 2-aminobenzothiazole (1.018 g, 6.78 mmol) in dry pyridine (4 mL) was added portion wise, p-toluene sulfonyl chloride (1.42 g, 7.48 mmol). The solution turned yellow upon addition. After 5 minutes of stirring at rt, the mixture was heated (70-80° C.) for 5 minutes. The mixture was poured on a bed of ice and the resulting precipitate was filtered off and dried overnight in a dessicator under vacuum to give a yellow powder in 93% yield: mp 246-249° C.; 1H-NMR (DMSO-d6) 2.36 (s, 3H)... Starting materials: BrC1=C(C=CC2=CC(=CC=C12)C1=CC(=CC=C1)O)O (1-bromo-6-(3-hydroxyphenyl)-naphthalene-2-ol), CC1(OB(OC1(C)C)C=1C=C(C=CC1)NS(=O)(=O)C)C (N-(3-(4,4,5,5-tetramethyl-1,3,2-dioxaborolan-2-yl)phenyl)methanesulfonamide). Reaction conditions: time 2 hour. The product is OC1=C(C2=CC=C(C=C2C=C1)C1=CC(=CC=C1)O)C=1C=C(C=CC1)NS(=O)(=O)C (N-(3-(2-Hydroxy-6-(3-hydroxyphenyl)naphthalene-1-yl)phenyl)methanesulfonamide). Isolated yield 64.0%. Reaction SMILES: Br[C:2]1[C:11]2[C:6](=[CH:7][C:8]([C:12]3[CH:17]=[CH:16][CH:15]=[C:14]([OH:18])[CH:13]=3)=[CH:9][CH:10]=2)[CH:5]=[CH:4][C:3]=1[OH:19].CC1(C)C(C)(C)OB([C:28]2[CH:29]=[C:30]([NH:34][S:35]([CH3:38])(=[O:37])=[O:36])[CH:31]=[CH:32][CH:33]=2)O1>>[OH:19][C:3]1[CH:4]=[CH:5][C:6]2[C:11](=[CH:10][CH:9]=[C:8]([C:12]3[CH:17]=[CH:16][CH:15]=[C:14]([OH:18])[CH:13]=3)[CH:7]=2)[C:2]=1[C:28]1[CH:29]=[C:30]([NH:34][S:35]([CH3:38])(=[O:36])=[O:37])[CH:31]=[CH:32][CH:33]=1. Procedure details: The compound is prepared by the reaction of 1-bromo-6-(3-hydroxyphenyl)-naphthalene-2-ol (100 mg, 0.32 mmol, 1 eq) with N-(3-(4,4,5,5-tetramethyl-1,3,2-dioxaborolan-2-yl)phenyl)methanesulfonamide (94.3 mg, 0.32 mmol, 1 eq) according to method A in 2 h. Purification by column chromatography with hexane/ethyl acetate 3/2 yields the desired compound in a yield of 64%, 83 mg. The reactants are 2-(tributyltin)pyridine, BrC1=NC=C(C=C1)C (2-bromo-5-methylpyridine). Reagents/catalysts: C=1C=CC(=CC1)[P](C=2C=CC=CC2)(C=3C=CC=CC3)[Pd]([P](C=4C=CC=CC4)(C=5C=CC=CC5)C=6C=CC=CC6)([P](C=7C=CC=CC7)(C=8C=CC=CC8)C=9C=CC=CC9)[P](C=1C=CC=CC1)(C=1C=CC=CC1)C=1C=CC=CC1 (Pd(PPh3)4). Solvent: C1(=CC=CC=C1)C (toluene). Product: CC=1C=CC(=NC1)C1=NC=CC=C1 (5-methyl-[2,2′]bipyridinyl). Yield: 193.0%. RXN SMILES: Br[C:2]1[CH:7]=[CH:6][C:5]([CH3:8])=[CH:4][N:3]=1>C1(C)C=CC=CC=1.C1C=CC([P]([Pd]([P](C2C=CC=CC=2)(C2C=CC=CC=2)C2C=CC=CC=2)([P](C2C=CC=CC=2)(C2C=CC=CC=2)C2C=CC=CC=2)[P](C2C=CC=CC=2)(C2C=CC=CC=2)C2C=CC=CC=2)(C2C=CC=CC=2)C2C=CC=CC=2)=CC=1>[CH3:8][C:5]1[CH:6]=[CH:7][C:2]([C:2]2[CH:7]=[CH:6][CH:5]=[CH:4][N:3]=2)=[N:3][CH:4]=1 |^1:19,21,40,59|. Procedure: A solution of 2-(tributyltin)pyridine (9.20 g, 25 mmol) and 2-bromo-5-methylpyridine (4.3 g, 25 mmol) in toluene was bubbled with argon gas for 10 min. The catalyst Pd(PPh3)4 (0.29 g, 0.25 mmol, 1 mol %) was added and the mixture was refluxed under argon atmosphere for 3 days. Removal of solvent gave an oil that was purified by chromatography over silica gel eluted with CH2Cl2 and then EtOAc. The brown liquid obtained was dried overnight under high vacuum providing 4.1073 g of 5-methyl-[2,2′]bip... Reactants: CN, CNC1=NS(=O)N=C1OC, COC1=NS(=O)N=C1OC, CN(C)Cc1ccc(CSCCN)o1. Product: CNC1=NS(=O)N=C1NCCSCc1ccc(CN(C)C)o1. As a reaction SMILES: [CH3:11][NH2:12].[CH3:13][O:14][C:15]1=[N:16][S:17](=[O:22])[N:18]=[C:19]1[NH:20][CH3:21].[CH3:1][O:2][C:3]1=[N:10][S:8](=[O:9])[N:7]=[C:4]1[O:5][CH3:6].[CH3:23][N:24]([CH3:25])[CH2:26][c:27]1[cH:28][cH:29][c:30]([CH2:32][S:33][CH2:34][CH2:35][NH2:36])[o:31]1>>[C:15]1([NH:36][CH2:35][CH2:34][S:33][CH2:32][c:30]2[cH:29][cH:28][c:27]([CH2:26][N:24]([CH3:23])[CH3:25])[o:31]2)=[N:16][S:17](=[O:22])[N:18]=[C:19]1[NH:20][CH3:21]. Reactants: BrC1=C(C=C(C(=C1)OC)OC)CC(=O)O ((2-bromo-4,5-dimethoxy-phenyl)-acetic acid), C(C(=O)Cl)(=O)Cl (oxalyl chloride). The reagents and catalysts are CN(C=O)C (dimethylformamide). Solvent: ClCCl (dichloromethane). Conditions: time 3.5 hour. Yields the product BrC1=C(C=C(C(=C1)OC)OC)CC(=O)Cl ((2-bromo-4,5-dimethoxy-phenyl)-acetyl chloride). Yield: 103.1%. As a reaction SMILES: [Br:1][C:2]1[CH:7]=[C:6]([O:8][CH3:9])[C:5]([O:10][CH3:11])=[CH:4][C:3]=1[CH2:12][C:13]([OH:15])=O.C(Cl)(=O)C([Cl:19])=O>ClCCl.CN(C)C=O>[Br:1][C:2]1[CH:7]=[C:6]([O:8][CH3:9])[C:5]([O:10][CH3:11])=[CH:4][C:3]=1[CH2:12][C:13]([Cl:19])=[O:15]. Procedure: To a solution of (2-bromo-4,5-dimethoxy-phenyl)-acetic acid (833 mg, 3.03 mmol) in dichloromethane (10 mL) were added oxalyl chloride (0.29 mL, 3.33 mmol) and dimethylformamide (1 drop) under argon atmosphere. The mixture was stirred for 3.5 hours at room temperature, then was concentrated to dryness under reduced pressure. Dichloroethane (15 mL) was added, and resulting solution was back evaporated to dryness to obtain crude (2-bromo-4,5-dimethoxy-phenyl)-acetyl chloride (917 mg).